From a dataset of the Open Reaction Database (ORD), a public repository of structured organic reaction records. describe an organic reaction: reactants, conditions, products, and yield Run in CN(C)C=O (DMF). Reported procedure: 4-Chloronicotinaldehyde [prepared according to D. Albanese, M. Penso, M. Zenoni, Synthesis 1999, 1294-1296] (500 mg, 3.5 mmol), 4-methylsulfanyl-benzenethiol (606 mg, 3.88 mmol) potassium carbonate (586 mg, 4.24 mmol) and DMF (7 mL) were combined, the mixture was heated together at 50° C. for 1.5 h and then stirred at room temperature overnight. The solvent was removed in vacuo and the residue was partitioned between EtOAc (100 mL) and 10% aqueous K2CO3 (100 mL). The organic layer was dried (MgS... The reactants are ClC1=CC=NC=C1C=O (4-Chloronicotinaldehyde), CSC1=CC=C(C=C1)S (4-methylsulfanyl-benzenethiol). The yield is 114.8%. Run at temperature 50 celsius, time 8 hour. Yields the product CSC1=CC=C(C=C1)SC1=CC=NC=C1C=O (4-{[4-(Methylsulfanyl)phenyl]sulfanyl}nicotinaldehyde). Reaction SMILES: Cl[C:2]1[C:7]([CH:8]=[O:9])=[CH:6][N:5]=[CH:4][CH:3]=1.[CH3:10][S:11][C:12]1[CH:17]=[CH:16][C:15]([SH:18])=[CH:14][CH:13]=1>CN(C=O)C>[CH3:10][S:11][C:12]1[CH:17]=[CH:16][C:15]([S:18][C:2]2[C:7]([CH:8]=[O:9])=[CH:6][N:5]=[CH:4][CH:3]=2)=[CH:14][CH:13]=1. The reactants are IC1=NC=CC(=C1)C1=NC(=CC(=C1)C(F)(F)F)C1=CC=C(C=C1)C(F)(F)F (2′-iodo-4-trifluoromethyl-6-(4-trifluoromethylphenyl)-[2,4′]bipyridinyl), C(C)(C)(C)NS(=O)(=O)C=1SC(=CC1)B1OC(C(O1)(C)C)(C)C (N-tert-Butyl-5-(4,4,5,5-tetramethyl-1,3,2-dioxaborolan-2-yl)-thiophene-2-sulfonamide). The product is C(C)(C)(C)NS(=O)(=O)C=1SC(=CC1)C1=NC=CC(=C1)C1=NC(=CC(=C1)C(F)(F)F)C1=CC=C(C=C1)C(F)(F)F (5-[4-Trifluoromethyl-6-(4-trifluoromethyl-phenyl)-[2,4′]bipyridinyl-2′-yl]-thiophene-2-sulfonic acid tert-butylamide), solid. Isolated yield 62.0%. Reaction SMILES: I[C:2]1[CH:7]=[C:6]([C:8]2[CH:13]=[C:12]([C:14]([F:17])([F:16])[F:15])[CH:11]=[C:10]([C:18]3[CH:23]=[CH:22][C:21]([C:24]([F:27])([F:26])[F:25])=[CH:20][CH:19]=3)[N:9]=2)[CH:5]=[CH:4][N:3]=1.[C:28]([NH:32][S:33]([C:36]1[S:37][C:38](B2OC(C)(C)C(C)(C)O2)=[CH:39][CH:40]=1)(=[O:35])=[O:34])([CH3:31])([CH3:30])[CH3:29]>>[C:28]([NH:32][S:33]([C:36]1[S:37][C:38]([C:2]2[CH:7]=[C:6]([C:8]3[CH:13]=[C:12]([C:14]([F:17])([F:16])[F:15])[CH:11]=[C:10]([C:18]4[CH:23]=[CH:22][C:21]([C:24]([F:27])([F:26])[F:25])=[CH:20][CH:19]=4)[N:9]=3)[CH:5]=[CH:4][N:3]=2)=[CH:39][CH:40]=1)(=[O:34])=[O:35])([CH3:31])([CH3:29])[CH3:30]. Procedure details: The title compound was prepared from 2′-iodo-4-trifluoromethyl-6-(4-trifluoromethylphenyl)-[2,4′]bipyridinyl (example E.98) (0.494 g, 1.0 mmol) and N-tert-butyl-5-(4,4,5,5-tetramethyl-1,3,2-dioxaborolan-2-yl)-thiophene-2-sulfonamide (example F.1) (0.380 g, 1.1 mmol) according to the general procedure VI. Obtained as a white solid (0.360 g, 62%). MS (ISP) 586.2 [(M+H)+]; mp 220° C. Starting materials: C(C)OC(C(CC1=CC(=C(C=C1)OCCCOC1=CC=C(C=C1)C(C1=CC=CC=C1)=O)C=CC1=CC=CC=C1)OC)=O (3-{4-[3-(4-Benzoyl-phenoxy)-propoxy]-3-styryl-phenyl}-2-methoxy-propionic acid ethyl ester). Solvent: C(C)O (ethanol). Product: OC(C1=CC=C(OCCCOC2=C(C=C(C=C2)CC(C(=O)O)OC)CCC2=CC=CC=C2)C=C1)C1=CC=CC=C1 (3-(4-{3-[4-(Hydroxy-phenyl-methyl)-phenoxy]-propoxy}-3-phenethyl-phenyl)-2-methoxy-propionic acid). As a reaction SMILES: C([O:3][C:4](=[O:42])[CH:5]([O:40][CH3:41])[CH2:6][C:7]1[CH:12]=[CH:11][C:10]([O:13][CH2:14][CH2:15][CH2:16][O:17][C:18]2[CH:23]=[CH:22][C:21]([C:24](=[O:31])[C:25]3[CH:30]=[CH:29][CH:28]=[CH:27][CH:26]=3)=[CH:20][CH:19]=2)=[C:9]([CH:32]=[CH:33][C:34]2[CH:39]=[CH:38][CH:37]=[CH:36][CH:35]=2)[CH:8]=1)C>C(O)C>[OH:31][CH:24]([C:25]1[CH:26]=[CH:27][CH:28]=[CH:29][CH:30]=1)[C:21]1[CH:22]=[CH:23][C:18]([O:17][CH2:16][CH2:15][CH2:14][O:13][C:10]2[CH:11]=[CH:12][C:7]([CH2:6][CH:5]([O:40][CH3:41])[C:4]([OH:42])=[O:3])=[CH:8][C:9]=2[CH2:32][CH2:33][C:34]2[CH:35]=[CH:36][CH:37]=[CH:38][CH:39]=2)=[CH:19][CH:20]=1. Procedure details: A solution of 3-{4-[3-(4-Benzoyl-phenoxy)-propoxy]-3-styryl-phenyl}-2-methoxy-propionic acid ethyl ester from Example 145, was dissolved in ethanol and treated with H2 under balloon pressure. Filtered through a pad of celite and concentrated to dryness. The compound thus obtained was treated under standard hydrolysis procedure C to give the title compound. Reactants: C(C)(=O)O[BH-](OC(C)=O)OC(C)=O.[Na+] (Sodium triacetoxyborohydride), O=C1[C@]2(N([C@H](O1)C(Cl)(Cl)Cl)CCC2)C=O ((3R,7aR)-1-oxo-3-trichloromethyl-dihydro-pyrrolo[1,2-c]oxazole-7a-carbaldehyde), FC=1C=C(CN)C=CC1 (3-fluorobenzylamine), C(C)(=O)O (acetic acid). The solvent is ClCCCl (DCE). Conditions: time 3 hour. The product is FC=1C=C(CNC[C@@]23N([C@H](OC2=O)C(Cl)(Cl)Cl)CCC3)C=CC1 ((3R,7aR)-7a-[(3-Fluoro-benzylamino)-methyl]-3-trichloromethyl-tetrahydro-pyrrolo[1,2-c]oxazol-1-one). As a reaction SMILES: C(O[BH-](OC(=O)C)OC(=O)C)(=O)C.[Na+].[O:15]=[C:16]1[O:20][C@H:19]([C:21]([Cl:24])([Cl:23])[Cl:22])[N:18]2[CH2:25][CH2:26][CH2:27][C@@:17]12[CH:28]=O.[F:30][C:31]1[CH:32]=[C:33]([CH:36]=[CH:37][CH:38]=1)[CH2:34][NH2:35].C(O)(=O)C>ClCCCl>[F:30][C:31]1[CH:32]=[C:33]([CH:36]=[CH:37][CH:38]=1)[CH2:34][NH:35][CH2:28][C@@:17]12[CH2:27][CH2:26][CH2:25][N:18]1[C@@H:19]([C:21]([Cl:24])([Cl:23])[Cl:22])[O:20][C:16]2=[O:15] |f:0.1|. Procedure details: Sodium triacetoxyborohydride (544 mg, 2.57 mmol) was added to (3R,7aR)-1-oxo-3-trichloromethyl-dihydro-pyrrolo[1,2-c]oxazole-7a-carbaldehyde (obtained as described in J. Org. Chem. 2006, 71(1), 97-102, 500 mg, 1.835 mmol), 3-fluorobenzylamine (0.251 mL, 2.20 mmol) and acetic acid (0.263 mL, 4.59 mmol) in DCE (4 mL) under an argon atm. The RM was stirred at rt for 3 h, then partitioned between water and DCM, the combined organic dried over Na2SO4 and evaporated to give the title compound as a pal... Reactants: ClC1=NC=2C(=NC=C(C2)C(F)(F)F)N1 (2-chloro-6-trifluoromethyl-3-H-imidazo[4,5-b]pyridine), N1CCC2(CC1)OC(C1=CC=CC=C12)=O (spiro[isobenzofuran-1,4′-piperidin]-3-one), O (water). Solvent: CN1CCCC1=O (NMP). The product is FC(C=1C=C2C(=NC1)NC(=N2)N2CCC1(CC2)OC(C2=CC=CC=C21)=O)(F)F (1′-(6-trifluoromethyl-3-H-imidazo[4,5-b]pyridine-2-yl)-spiro[isobenzofuran-1,4′-piperidin]-3-one). Reaction SMILES: Cl[C:2]1[NH:14][C:5]2=[N:6][CH:7]=[C:8]([C:10]([F:13])([F:12])[F:11])[CH:9]=[C:4]2[N:3]=1.[NH:15]1[CH2:20][CH2:19][C:18]2([C:28]3[C:23](=[CH:24][CH:25]=[CH:26][CH:27]=3)[C:22](=[O:29])[O:21]2)[CH2:17][CH2:16]1.O>CN1C(=O)CCC1>[F:11][C:10]([F:13])([F:12])[C:8]1[CH:9]=[C:4]2[N:3]=[C:2]([N:15]3[CH2:20][CH2:19][C:18]4([C:28]5[C:23](=[CH:24][CH:25]=[CH:26][CH:27]=5)[C:22](=[O:29])[O:21]4)[CH2:17][CH2:16]3)[NH:14][C:5]2=[N:6][CH:7]=1. Procedure: Heat a solution of 2-chloro-6-trifluoromethyl-3-H-imidazo[4,5-b]pyridine (0.1 g, 0.45 mmol) and spiro[isobenzofuran-1,4′-piperidin]-3-one (0.2 g, 0.90 mmol) in dry NMP (5 mL) at 100° C. for 10 hours. Pour the cooled mixture into water (20 mL) and extract twice with EtOAc (20 mL). Wash the combined extracts with brine (20 mL), dry, and evaporate in vacuo. Purify by preparative TLC (4% MeOH-CH2Cl2) to obtain 1′-(6-trifluoromethyl-3-H-imidazo[4,5-b]pyridine-2-yl)-spiro[isobenzofuran-1,4′-piperidin]...